From a dataset of the Open Reaction Database (ORD), a public repository of structured organic reaction records. describe an organic reaction: reactants, conditions, products, and yield The reactants are ClC1=NC2=CC=C(C=C2C=C1C(=O)O)Cl (2,6-dichloroquinoline-3-carboxylic acid), ClC1=C(CC(N)C(=O)O)C=C(C=C1)OC (2-chloro-5-methoxy-DL-phenylalanine). Product: C(=O)(O)C(CC1=C(C=CC(=C1)OC)Cl)NC1=NC2=CC=C(C=C2C=C1C(=O)O)Cl (2-[1-Carboxy-2-(2-chloro-5-methoxy-phenyl)-ethylamino]-6-chloro-quinoline-3-carboxylic acid). Reaction SMILES: Cl[C:2]1[C:11]([C:12]([OH:14])=[O:13])=[CH:10][C:9]2[C:4](=[CH:5][CH:6]=[C:7]([Cl:15])[CH:8]=2)[N:3]=1.[Cl:16][C:17]1[CH:28]=[CH:27][C:26]([O:29][CH3:30])=[CH:25][C:18]=1[CH2:19][CH:20]([C:22]([OH:24])=[O:23])[NH2:21]>>[C:22]([CH:20]([NH:21][C:2]1[C:11]([C:12]([OH:14])=[O:13])=[CH:10][C:9]2[C:4](=[CH:5][CH:6]=[C:7]([Cl:15])[CH:8]=2)[N:3]=1)[CH2:19][C:18]1[CH:25]=[C:26]([O:29][CH3:30])[CH:27]=[CH:28][C:17]=1[Cl:16])([OH:24])=[O:23]. Reported procedure: In close analogy to the procedure described in Example 1, 2,6-dichloroquinoline-3-carboxylic acid is reacted with 2-chloro-5-methoxy-DL-phenylalanine to provide the title compound in good yield. Reactants: C1(=CC=CC=C1)C(=C1CCN(CC1)CCN1C(NC2=C1C=CC=C2)=O)C2=CC=CC=C2 (1-[2-[4-diphenylmethylene-1-piperidinyl]ethyl]-1,3-dihydro-2(2H)-benzimidazolone), [H][H] (hydrogen). The reagents and catalysts are [Pd] (palladium on charcoal). Run in CO (methanol). Product: C1(=CC=CC=C1)C(C1CCN(CC1)CCN1C(NC2=C1C=CC=C2)=O)C2=CC=CC=C2 (1-[2-[4-Diphenylmethyl-1-piperidinyl]ethyl]-1,3-dihydro-2(2H)-benzimidazolone). As a reaction SMILES: [C:1]1([C:7]([C:26]2[CH:31]=[CH:30][CH:29]=[CH:28][CH:27]=2)=[C:8]2[CH2:13][CH2:12][N:11]([CH2:14][CH2:15][N:16]3[C:20]4[CH:21]=[CH:22][CH:23]=[CH:24][C:19]=4[NH:18][C:17]3=[O:25])[CH2:10][CH2:9]2)[CH:6]=[CH:5][CH:4]=[CH:3][CH:2]=1.[H][H]>CO.[Pd]>[C:26]1([CH:7]([C:1]2[CH:2]=[CH:3][CH:4]=[CH:5][CH:6]=2)[CH:8]2[CH2:9][CH2:10][N:11]([CH2:14][CH2:15][N:16]3[C:20]4[CH:21]=[CH:22][CH:23]=[CH:24][C:19]=4[NH:18][C:17]3=[O:25])[CH2:12][CH2:13]2)[CH:27]=[CH:28][CH:29]=[CH:30][CH:31]=1. Procedure: A solution of 4 g of 1-[2-[4-diphenylmethylene-1-piperidinyl]ethyl]-1,3-dihydro-2(2H)-benzimidazolone in 150 cm3 of methanol is hydrogenated with the aid of a Parr apparatus, at ambient temperature, at a hydrogen pressure of 50 psi, in the presence of 5% palladium on charcoal. When the absorption of hydrogen has ended, the catalyst is filtered off and the filtrate is evaporated down. The product obtained is recrystallized from ethyl acetate. M.p.=195°-196° C. Starting materials: BrC1=CC=C(CN2C(=NC3=C2C=CC(=C3)OCC3=NC2=CC=CC=C2C=C3)CC3(CCCC3)C(=O)OCC)C=C1 (ethyl 1-((1-(4-bromobenzyl)-5-(quinolin-2-ylmethoxy)-1H-benzo[d]imidazol-2-yl)methyl)cyclopentanecarboxylate), CC1([C@@H]2C(OC([C@H]12)=O)=O)C (racemic cis-6,6-dimethyl-3-oxabicyclo[3.1.0]hexane-2,4-dione). The product is BrC1=CC=C(CN2C(=NC3=C2C=CC(=C3)OCC3=NC2=CC=CC=C2C=C3)[C@H]3C([C@H]3C(=O)OCC)(C)C)C=C1 (racemic cis-Ethyl 3-(1-(4-bromobenzyl)-5-(quinolin-2-ylmethoxy)-1H-benzo[d]imidazol-2-yl)-2,2-dimethylcyclopropanecarboxylate). Reaction SMILES: [Br:1][C:2]1[CH:40]=[CH:39][C:5]([CH2:6][N:7]2[C:11]3[CH:12]=[CH:13][C:14]([O:16][CH2:17][C:18]4[CH:27]=[CH:26][C:25]5[C:20](=[CH:21][CH:22]=[CH:23][CH:24]=5)[N:19]=4)=[CH:15][C:10]=3[N:9]=[C:8]2[CH2:28][C:29]2([C:34]([O:36][CH2:37][CH3:38])=[O:35])CC[CH2:31][CH2:30]2)=[CH:4][CH:3]=1.[CH3:41]C1(C)[C@@H]2[C@H]1C(=O)OC2=O>>[Br:1][C:2]1[CH:40]=[CH:39][C:5]([CH2:6][N:7]2[C:11]3[CH:12]=[CH:13][C:14]([O:16][CH2:17][C:18]4[CH:27]=[CH:26][C:25]5[C:20](=[CH:21][CH:22]=[CH:23][CH:24]=5)[N:19]=4)=[CH:15][C:10]=3[N:9]=[C:8]2[C@@H:28]2[C@H:29]([C:34]([O:36][CH2:37][CH3:38])=[O:35])[C:30]2([CH3:41])[CH3:31])=[CH:4][CH:3]=1. Reported procedure: The title compound was prepared using analogous conditions to those described for ethyl 1-((1-(4-bromobenzyl)-5-(quinolin-2-ylmethoxy)-1H-benzo[d]imidazol-2-yl)methyl)cyclopentanecarboxylate using racemic cis-6,6-dimethyl-3-oxabicyclo[3.1.0]hexane-2,4-dione. MS (ESI): mass calcd. for C32H30BrN3O3, 583.15; m/z found, 584.1 [M+H]+. Starting materials: FC(F)(F)c1cc(Br)ccc1S, CCOC(=O)C1CC(OS(C)(=O)=O)CC1C(=O)N1CC(F)(F)C1. Yields the product CCOC(=O)C1CC(Sc2ccc(Br)cc2C(F)(F)F)CC1C(=O)N1CC(F)(F)C1. RXN SMILES: [Br:24][c:25]1[cH:26][c:27]([C:32]([F:33])([F:34])[F:35])[c:28]([SH:31])[cH:29][cH:30]1.[CH2:1]([CH3:2])[O:3][C:4](=[O:5])[CH:6]1[CH:7]([C:16](=[O:17])[N:18]2[CH2:19][C:20]([F:22])([F:23])[CH2:21]2)[CH2:8][CH:9]([O:11][S:12]([CH3:13])(=[O:14])=[O:15])[CH2:10]1>>[CH2:1]([CH3:2])[O:3][C:4](=[O:5])[CH:6]1[CH:7]([C:16](=[O:17])[N:18]2[CH2:19][C:20]([F:22])([F:23])[CH2:21]2)[CH2:8][CH:9]([S:31][c:28]2[c:27]([C:32]([F:33])([F:34])[F:35])[cH:26][c:25]([Br:24])[cH:30][cH:29]2)[CH2:10]1. Starting materials: COC1=C(C(=C(C(=C1C)C)OC)C)CCCOC1=CC=C(CC2C(NC(S2)=O)=O)C=C1 (5-{4-[3-(2,5-dimethoxy-3,4,6-trimethylphenyl)propoxy]benzyl}thiazolidine-2,4-dione), ceric ammonium nitrate. The solvent is C(C)#N (acetonitrile). The product is CC1=C(C(C(=C(C1=O)C)C)=O)CCCOC1=CC=C(C=C2C(NC(S2)=O)=O)C=C1 (5-{4-[3-(3,5,6-Trimethyl-1,4-benzoquinon-2-yl)propoxy]benzylidene}thiazolidine-2,4-dion e). Yield: 11.6%. Reaction SMILES: C[O:2][C:3]1[C:8]([CH3:9])=[C:7]([CH3:10])[C:6]([O:11]C)=[C:5]([CH3:13])[C:4]=1[CH2:14][CH2:15][CH2:16][O:17][C:18]1[CH:31]=[CH:30][C:21]([CH2:22][CH:23]2[S:27][C:26](=[O:28])[NH:25][C:24]2=[O:29])=[CH:20][CH:19]=1>C(#N)C>[CH3:13][C:5]1[C:6](=[O:11])[C:7]([CH3:10])=[C:8]([CH3:9])[C:3](=[O:2])[C:4]=1[CH2:14][CH2:15][CH2:16][O:17][C:18]1[CH:19]=[CH:20][C:21]([CH:22]=[C:23]2[S:27][C:26](=[O:28])[NH:25][C:24]2=[O:29])=[CH:30][CH:31]=1. Procedure details: Following a procedure similar to that described in Example 1, but using 15.8 g of 5-{4-[3-(2,5-dimethoxy-3,4,6-trimethylphenyl)propoxy]benzyl}thiazolidine-2,4-dione (prepared as described in Preparation 4), 78.1 g of ceric ammonium nitrate and 350 ml of acetonitrile, 1.7 g of the title compound, melting at 230°-232° C., were obtained. Starting materials: O.C1(=CC=C(C=C1)S(=O)(=O)N1[C@H](C(=O)O)CCC1)C (N-(Toluene-4-sulfonyl)-L-proline hydrate), tert-butyl ester, Cl.C(C)(C)(C)OC([C@@H](N)CCC(N)=O)=O (L-glutamine tert-butyl ester hydrochloride). Yields the product C1(=CC=C(C=C1)S(=O)(=O)N1[C@H](C(=O)N[C@@H](CCC(N)=O)C(=O)O)CCC1)C (N-(Toluene-4-sulfonyl)-L-prolyl-L-glutamine). Reaction SMILES: O.[C:2]1([CH3:19])[CH:7]=[CH:6][C:5]([S:8]([N:11]2[CH2:18][CH2:17][CH2:16][C@H:12]2[C:13]([OH:15])=O)(=[O:10])=[O:9])=[CH:4][CH:3]=1.Cl.C([O:25][C:26](=[O:34])[C@H:27]([CH2:29][CH2:30][C:31](=[O:33])[NH2:32])[NH2:28])(C)(C)C>>[C:2]1([CH3:19])[CH:3]=[CH:4][C:5]([S:8]([N:11]2[CH2:18][CH2:17][CH2:16][C@H:12]2[C:13]([NH:28][C@H:27]([C:26]([OH:34])=[O:25])[CH2:29][CH2:30][C:31](=[O:33])[NH2:32])=[O:15])(=[O:9])=[O:10])=[CH:6][CH:7]=1 |f:0.1,2.3|. Procedure details: N-(Toluene-4-sulfonyl)-L-proline hydrate was coupled to L-glutamine tert-butyl ester hydrochloride using the procedure described in Method 3. The title compound, prepared via cleavage of the tert-butyl ester using trifluoroacetic acid in CH2Cl2, was recovered as a solid, mp=45-55° C.